Task: describe an organic reaction: reactants, conditions, products, and yield. Dataset: the Open Reaction Database (ORD), a public repository of structured organic reaction records Reactants: O[Li].O (LiOH.H2O), COC(C(CC(=CCC=1C(=C2C(OCC2=C(C1OC)C)=O)O)C)CC=CCP(=O)(OC)OC)=O (2-[4-(Dimethoxy-phosphoryl)-but-2-enyl]-6-(4-hydroxy-6-methoxy-7-methyl-3-oxo-1,3-dihydro-isobenzofuran-5-yl)-4-methyl-hex-4-enoic acid methyl ester), O (H2O), CO (MeOH), O[Li].O (LiOH.H2O). Run in C1CCOC1 (THF). Conditions: time 16 hour. The product is COP(=O)(OC)CC=CCC(C(=O)O)CC(=CCC=1C(=C2C(OCC2=C(C1OC)C)=O)O)C (2-[4-(Dimethoxy-phosphoryl)-but-2-enyl]-6-(4-hydroxy-6-methoxy-7-methyl-3-oxo-1,3-dihydro-isobenzofuran-5-yl)-4-methyl-hex-4-enoic acid). RXN SMILES: C[O:2][C:3](=[O:34])[CH:4]([CH2:24][CH:25]=[CH:26][CH2:27][P:28]([O:32][CH3:33])([O:30][CH3:31])=[O:29])[CH2:5][C:6]([CH3:23])=[CH:7][CH2:8][C:9]1[C:10]([OH:22])=[C:11]2[C:15](=[C:16]([CH3:20])[C:17]=1[O:18][CH3:19])[CH2:14][O:13][C:12]2=[O:21].O.CO.O[Li].O>C1COCC1>[CH3:31][O:30][P:28]([CH2:27][CH:26]=[CH:25][CH2:24][CH:4]([CH2:5][C:6]([CH3:23])=[CH:7][CH2:8][C:9]1[C:10]([OH:22])=[C:11]2[C:15](=[C:16]([CH3:20])[C:17]=1[O:18][CH3:19])[CH2:14][O:13][C:12]2=[O:21])[C:3]([OH:34])=[O:2])([O:32][CH3:33])=[O:29] |f:3.4|. Procedure details: 2-[4-(Dimethoxy-phosphoryl)-but-2-enyl]-6-(4-hydroxy-6-methoxy-7-methyl-3-oxo-1,3-dihydro-isobenzofuran-5-yl)-4-methyl-hex-4-enoic acid methyl ester (460 mg, 0.927 mmol) in a solution of 1:1:2 of H2O, MeOH, THF (8 mL) was stirred with LiOH.H2O (78 mg, 1.86 mmol) at ambient temperature for 12 hours. A second batch of LiOH.H2O (40 mg, 0.952 mmol) was added. The reaction mixture was stirred at room temperature for another 16 hours, after which no further progress was observed. The reaction was quen... Solvent: CC(=O)C (acetone). Procedure: A mixture of 19.5 ml (0.15 mol) of 4-chlorobenzylmercaptan, 27.1 g (0.15 mol) of ethyl α-bromopropionate, 21 g of potassium carbonate and 0.1 g of potassium iodide in 100 ml of anhydrous acetone is kept under reflux for 6 hrs. It is filtered, the precipitate is washed with acetone and the filtrate is evaporated in vacuo. 200 ml of ether are added to the residue and the mixture is washed with dilute NaOH, dilute HCl and water, dried and evaporated in vacuo. The product is ClC1=CC=C(CSC(C(=O)OCC)C)C=C1 (Ethyl 2-(p-chlorobenzylthio)-propionate). Reaction SMILES: [Cl:1][C:2]1[CH:9]=[CH:8][C:5]([CH2:6][SH:7])=[CH:4][CH:3]=1.Br[CH:11]([CH3:17])[C:12]([O:14][CH2:15][CH3:16])=[O:13].C(=O)([O-])[O-].[K+].[K+].[I-].[K+]>CC(C)=O>[Cl:1][C:2]1[CH:9]=[CH:8][C:5]([CH2:6][S:7][CH:11]([CH3:17])[C:12]([O:14][CH2:15][CH3:16])=[O:13])=[CH:4][CH:3]=1 |f:2.3.4,5.6|. Reactants: ClC1=CC=C(CS)C=C1 (4-chlorobenzylmercaptan), BrC(C(=O)OCC)C (ethyl α-bromopropionate), C([O-])([O-])=O.[K+].[K+] (potassium carbonate), [I-].[K+] (potassium iodide).